Dataset: the Open Reaction Database (ORD), a public repository of structured organic reaction records. Task: describe an organic reaction: reactants, conditions, products, and yield The reactants are COC(=O)NC(CCC(=O)OC(C)(C)C)(Cc1cccc(C#N)c1)C(=O)NCC(=O)OCc1ccccc1, CO. Product: COC(=O)NC(CCC(=O)OC(C)(C)C)(Cc1cccc(C#N)c1)C(=O)NCC(=O)O. Reaction SMILES: [C:1]([CH3:2])([CH3:3])([CH3:4])[O:5][C:6]([CH2:7][CH2:8][C:9]([CH2:10][c:11]1[cH:12][c:13]([C:17]#[N:18])[cH:14][cH:15][cH:16]1)([NH:19][C:20](=[O:21])[O:22][CH3:23])[C:24]([NH:25][CH2:26][C:27](=[O:28])[O:29][CH2:30][c:31]1[cH:32][cH:33][cH:34][cH:35][cH:36]1)=[O:37])=[O:38].[CH3:39][OH:40]>>[C:1]([CH3:2])([CH3:3])([CH3:4])[O:5][C:6]([CH2:7][CH2:8][C:9]([CH2:10][c:11]1[cH:12][c:13]([C:17]#[N:18])[cH:14][cH:15][cH:16]1)([NH:19][C:20](=[O:21])[O:22][CH3:23])[C:24]([NH:25][CH2:26][C:27](=[O:28])[OH:29])=[O:37])=[O:38]. The reactants are [N+](=O)([O-])C=1C=C(CN)C=CC1 (3-nitrobenzylamine), ClC=1C2=C(N=C(N1)C1=CC=NC=C1)SC(=C2)Cl (4-chloro-2-(pyridin-4-yl)-6-chloro-thieno-[2,3-d]-pyrimidine). The product is N1=CC=C(C=C1)C=1N=C(C2=C(N1)SC(=C2)Cl)NCC2=CC(=CC=C2)[N+](=O)[O-] (2-(pyridin-4-yl)-4-(3-nitrobenzylamino)-6-chloro-thieno-[2,3-d]-pyrimidine). RXN SMILES: [N+:1]([C:4]1[CH:5]=[C:6]([CH:9]=[CH:10][CH:11]=1)[CH2:7][NH2:8])([O-:3])=[O:2].Cl[C:13]1[C:14]2[CH:27]=[C:26]([Cl:28])[S:25][C:15]=2[N:16]=[C:17]([C:19]2[CH:24]=[CH:23][N:22]=[CH:21][CH:20]=2)[N:18]=1>>[N:22]1[CH:21]=[CH:20][C:19]([C:17]2[N:18]=[C:13]([NH:8][CH2:7][C:6]3[CH:9]=[CH:10][CH:11]=[C:4]([N+:1]([O-:3])=[O:2])[CH:5]=3)[C:14]3[CH:27]=[C:26]([Cl:28])[S:25][C:15]=3[N:16]=2)=[CH:24][CH:23]=1. Procedure details: With the procedure of Example 1, the reaction of 3-nitrobenzylamine with 4-chloro-2-(pyridin-4-yl)-6-chloro-thieno-[2,3-d]-pyrimidine yields 2-(pyridin-4-yl)-4-(3-nitrobenzylamino)-6-chloro-thieno-[2,3-d]-pyrimidine. RXN SMILES: Br[C:2]1[S:3][CH:4]=[CH:5][N:6]=1.[S:7]1[CH:11]=[CH:10][CH:9]=[C:8]1B(O)O.C(=O)([O-])[O-].[Na+].[Na+]>C(COC)OC.C(OCC)(=O)C>[S:7]1[CH:11]=[CH:10][CH:9]=[C:8]1[C:2]1[S:3][CH:4]=[CH:5][N:6]=1 |f:2.3.4|. Procedure: 2-Bromothiazole (15.0 g) and 2-thiopheneboronic acid (14.0 g) were dissolved in dimethoxyethane (150 ml). To the mixture was added bis(triphenyl)phosphine palladium(II) dichloride (3.2 g) and 2M sodium carbonate (137 ml), and the mixture was refluxed under argon atmosphere for 2 hours. The mixture was cooled to room temperature, and the reaction solution was diluted with ethyl acetate, and washed with water. The organic layer was collected, dried over sodium sulfate, and the solvent was evaporat... Isolated yield 64.5%. The reactants are bis(triphenyl)phosphine palladium(II) dichloride, C([O-])([O-])=O.[Na+].[Na+] (sodium carbonate), BrC=1SC=CN1 (2-Bromothiazole), S1C(=CC=C1)B(O)O (2-thiopheneboronic acid). The solvent is C(OC)COC (dimethoxyethane), C(C)(=O)OCC (ethyl acetate). Yields the product S1C(=CC=C1)C=1SC=CN1 (2-(2-thienyl)thiazole). The reactants are CCN(C(C)C)C(C)C, Cl, Fc1ccc2[nH]cc(CCCBr)c2c1, NCC1COc2ccccc2O1, CN(C)C=O. Product: Fc1ccc2[nH]cc(CCCNCC3COc4ccccc4O3)c2c1. RXN SMILES: [CH:28]([N:29]([CH:30]([CH3:31])[CH3:32])[CH2:33][CH3:34])([CH3:35])[CH3:36].[ClH:1].[F:14][c:15]1[cH:16][c:17]2[c:18]([CH2:24][CH2:25][CH2:26][Br:27])[cH:19][nH:20][c:21]2[cH:22][cH:23]1.[O:2]1[CH:3]([CH2:12][NH2:13])[CH2:4][O:5][c:6]2[c:7]1[cH:8][cH:9][cH:10][cH:11]2.[O:37]=[CH:38][N:39]([CH3:40])[CH3:41]>>[O:2]1[CH:3]([CH2:12][NH:13][CH2:26][CH2:25][CH2:24][c:18]2[c:17]3[cH:16][c:15]([F:14])[cH:23][cH:22][c:21]3[nH:20][cH:19]2)[CH2:4][O:5][c:6]2[c:7]1[cH:8][cH:9][cH:10][cH:11]2. Starting materials: N1C(CCC1)=O (pyrrolidin-2-one), [H-].[Na+] (NaH), C(C)OC(=O)C=1C(=NC2=CC=C(C=C2C1C1=CC=CC=C1)Cl)Cl (2,6-dichloro-4-phenyl-quinoline-3-carboxylic acid ethyl ester). Run in C1CCOC1 (THF), C1CCOC1 (THF). Conditions: time 30 minute. Product: C(C)OC(=O)C=1C(=NC2=CC=C(C=C2C1C1=CC=CC=C1)Cl)N1C(CCC1)=O (6-chloro-2-(2-oxo-pyrrolidin-1-yl)-4-phenyl-quinoline-3-carboxylic acid ethyl ester). Yield: 6.5%. RXN SMILES: [NH:1]1[CH2:5][CH2:4][CH2:3][C:2]1=[O:6].[H-].[Na+].[CH2:9]([O:11][C:12]([C:14]1[C:15](Cl)=[N:16][C:17]2[C:22]([C:23]=1[C:24]1[CH:29]=[CH:28][CH:27]=[CH:26][CH:25]=1)=[CH:21][C:20]([Cl:30])=[CH:19][CH:18]=2)=[O:13])[CH3:10]>C1COCC1>[CH2:9]([O:11][C:12]([C:14]1[C:15]([N:1]2[CH2:5][CH2:4][CH2:3][C:2]2=[O:6])=[N:16][C:17]2[C:22]([C:23]=1[C:24]1[CH:29]=[CH:28][CH:27]=[CH:26][CH:25]=1)=[CH:21][C:20]([Cl:30])=[CH:19][CH:18]=2)=[O:13])[CH3:10] |f:1.2|. Procedure: To a solution of pyrrolidin-2-one (0.054 ml, 0.69 mmol) in THF in a microwave vessel under nitrogen, was added NaH (28 mg, 0.69 mmol) portion wise at 25° C. The reaction mixture was stirred for 30 min followed by the addition of a solution of 2,6-dichloro-4-phenyl-quinoline-3-carboxylic acid ethyl ester (prepared as described in example 11 step B, 200 mg, 0.58 mmol) in 2 ml THF at 25° C. Then the resulting reaction mixture was stirred for 1 h at 60° C. in a microwave. After cooling, reaction mix... Starting materials: CCOCC, CCN=C=NCCCN(C)C, CCN(C(C)C)C(C)C, ClCCl, Cl, Cl, NC(Cc1cc(F)cc(F)c1)C(O)CNC1(c2cccc(C(F)(F)F)c2)CC1, CCCCCN1CCc2c(C(=O)O)cccc2C1=O, O, Oc1cccc2[nH]nnc12. Yields the product CCCCCN1CCc2c(C(=O)NC(Cc3cc(F)cc(F)c3)C(O)CNC3(c4cccc(C(F)(F)F)c4)CC3)cccc2C1=O. As a reaction SMILES: [CH2:83]([O:84][CH2:85][CH3:86])[CH3:87].[CH3:60][N:61]([CH3:62])[CH2:63][CH2:64][CH2:65][N:66]=[C:67]=[N:68][CH2:69][CH3:70].[CH:71]([N:72]([CH2:73][CH3:74])[CH:75]([CH3:76])[CH3:77])([CH3:78])[CH3:79].[Cl:80][CH2:81][Cl:82].[ClH:1].[ClH:59].[NH2:2][CH:3]([CH:4]([CH2:5][NH:6][C:7]1([c:10]2[cH:11][c:12]([C:16]([F:17])([F:18])[F:19])[cH:13][cH:14][cH:15]2)[CH2:8][CH2:9]1)[OH:20])[CH2:21][c:22]1[cH:23][c:24]([F:29])[cH:25][c:26]([F:28])[cH:27]1.[O:30]=[C:31]1[N:32]([CH2:44][CH2:45][CH2:46][CH2:47][CH3:48])[CH2:33][CH2:34][c:35]2[c:36]([C:41](=[O:42])[OH:43])[cH:37][cH:38][cH:39][c:40]21.[OH2:88].[OH:49][c:50]1[c:51]2[n:52][n:53][nH:54][c:55]2[cH:56][cH:57][cH:58]1>>[NH:2]([CH:3]([CH:4]([CH2:5][NH:6][C:7]1([c:10]2[cH:11][c:12]([C:16]([F:17])([F:18])[F:19])[cH:13][cH:14][cH:15]2)[CH2:8][CH2:9]1)[OH:20])[CH2:21][c:22]1[cH:23][c:24]([F:29])[cH:25][c:26]([F:28])[cH:27]1)[C:41]([c:36]1[c:35]2[c:40]([cH:39][cH:38][cH:37]1)[C:31](=[O:30])[N:32]([CH2:44][CH2:45][CH2:46][CH2:47][CH3:48])[CH2:33][CH2:34]2)=[O:42].